This data is from the Open Reaction Database (ORD), a public repository of structured organic reaction records. The task is: describe an organic reaction: reactants, conditions, products, and yield Starting materials: FC1=C(CBr)C=CC=C1 (2-fluorobenzylbromide), ( 217a ), ( 217b ), OC=1C=C(C=O)C=C(C1)O (3,5-dihydroxy benzaldehyde), CN(C)C=O (DMF), CC(C)([O-])C (tert-butoxide). The solvent is C(C)(C)(C)O (tert-butanol), C(=O)=O.CC(=O)C (dry ice acetone). Reaction conditions: temperature -30 celsius. The product is FC1=C(COC=2C=C(C=O)C=C(C2)O)C=CC=C1 (3-(2-fluorobenzyloxy)-5-hydroxybenzaldehyde). Yield: 74.5%. Reaction SMILES: [OH:1][C:2]1[CH:3]=[C:4]([CH:7]=[C:8]([OH:10])[CH:9]=1)[CH:5]=[O:6].CN(C=O)C.CC(C)([O-])C.[F:21][C:22]1[CH:29]=[CH:28][CH:27]=[CH:26][C:23]=1[CH2:24]Br>C(=O)=O.CC(C)=O.C(O)(C)(C)C>[F:21][C:22]1[CH:29]=[CH:28][CH:27]=[CH:26][C:23]=1[CH2:24][O:1][C:2]1[CH:3]=[C:4]([CH:7]=[C:8]([OH:10])[CH:9]=1)[CH:5]=[O:6] |f:4.5|. Reported procedure: To a clean, dry 1L flask were added 3,5-dihydroxy benzaldehyde (10 g, 70.9 mmole, 1 eq) and anhydrous DMF (70.9 mL). The mixture was cooled to −70° C. in dry ice/acetone bath while stirring under nitrogen gas. A solution of 1 M tert-butoxide in tert-butanol (70.9 mL) was slowly added drop-wise over 30 min. to the solution while the mixture was allowed to warm to −30° C. The mixture was stirred for ten minutes, then 2-fluorobenzylbromide (13.7 g, 70.9 mmole, 1 eq) was added over 10 min at −30° C.... Starting materials: ClC1=C(C=C2C(C(=CN(C2=C1)C1CC1)C(=O)O)=O)F (7-chloro-1-cyclopropyl-6-fluoro-1,4-dihydro-4-oxo-3-quinolinecarboxylic acid), COCC1NCCNC1 (2-(methoxymethyl)piperazine). Run in N1=CC=CC=C1 (pyridine). Yields the product C1(CC1)N1C=C(C(C2=CC(=C(C=C12)N1CC(NCC1)COC)F)=O)C(=O)O (1-Cyclopropyl-6-fluoro-1,4-dihydro-7-[3-(methoxymethyl)-1-piperazinyl]-4-oxo-3-quinolinecarboxylic acid). Yield: 46.3%. As a reaction SMILES: Cl[C:2]1[CH:11]=[C:10]2[C:5]([C:6](=[O:18])[C:7]([C:15]([OH:17])=[O:16])=[CH:8][N:9]2[CH:12]2[CH2:14][CH2:13]2)=[CH:4][C:3]=1[F:19].[CH3:20][O:21][CH2:22][CH:23]1[CH2:28][NH:27][CH2:26][CH2:25][NH:24]1>N1C=CC=CC=1>[CH:12]1([N:9]2[C:10]3[C:5](=[CH:4][C:3]([F:19])=[C:2]([N:27]4[CH2:26][CH2:25][NH:24][CH:23]([CH2:22][O:21][CH3:20])[CH2:28]4)[CH:11]=3)[C:6](=[O:18])[C:7]([C:15]([OH:17])=[O:16])=[CH:8]2)[CH2:14][CH2:13]1. Reported procedure: A mixture of 0.6 g of 7-chloro-1-cyclopropyl-6-fluoro-1,4-dihydro-4-oxo-3-quinolinecarboxylic acid and 1.4 g of 2-(methoxymethyl)piperazine in 4 ml of pyridine was heated at 120°-130° C. under argon in a pressure bottle for 18 hours. The solvent was removed and the residue was chromatographed and the crude product triturated with methanol and ether, giving 370 mg of the desired product as white crystals, mp 215°-216° C. The reactants are COc1ccc(CN)cc1, COc1ccc(CNc2nc(Nc3ccccc3OC)nc(NC3CCCCC3)n2)cc1. Yields the product COc1ccc(CNc2nc(Nc3ccc(OC)cc3OC)nc(NC3CCCCC3)n2)cc1. Reaction SMILES: [CH3:1][O:2][c:3]1[cH:4][cH:5][c:6]([CH2:7][NH2:8])[cH:9][cH:10]1.[CH:11]1([NH:17][c:18]2[n:19][c:20]([NH:34][c:35]3[c:36]([O:41][CH3:42])[cH:37][cH:38][cH:39][cH:40]3)[n:21][c:22]([NH:24][CH2:25][c:26]3[cH:27][cH:28][c:29]([O:32][CH3:33])[cH:30][cH:31]3)[n:23]2)[CH2:12][CH2:13][CH2:14][CH2:15][CH2:16]1>>[CH3:1][O:2][c:38]1[cH:37][c:36]([O:41][CH3:42])[c:35]([NH:34][c:20]2[n:19][c:18]([NH:17][CH:11]3[CH2:12][CH2:13][CH2:14][CH2:15][CH2:16]3)[n:23][c:22]([NH:24][CH2:25][c:26]3[cH:27][cH:28][c:29]([O:32][CH3:33])[cH:30][cH:31]3)[n:21]2)[cH:40][cH:39]1. Reactants: BrCC(=O)C1=CC(=C(C=C1)O)CO (2-bromo-1-[4-hydroxy-3-(hydroxymethyl)phenyl]ethanone), CN(C1=CC(=CC=C1)NCC1=CC=CC=C1)C1=CC=CC=C1 (N-methyl-N-phenyl-N'-(phenylmethyl)-1,3-benzenediamine). Solvent: CC(CC)=O (butanone). The product is OC1=C(C=C(C=C1)C(CN(CC1=CC=CC=C1)C(CCN(C1=CC=CC=C1)C)C)=O)CO (1-[4-Hydroxy-3-(hydroxymethyl)phenyl]-2-[[1-methyl-3-(methylphenylamino)propyl](phenylmethyl)amino]ethanone). Isolated yield 66.6%. Reaction SMILES: Br[CH2:2][C:3]([C:5]1[CH:10]=[CH:9][C:8]([OH:11])=[C:7]([CH2:12][OH:13])[CH:6]=1)=[O:4].[CH3:14][N:15]([C:30]1[CH:35]=[CH:34][CH:33]=[CH:32][CH:31]=1)[C:16]1C=C[CH:19]=[C:18]([NH:22][CH2:23][C:24]2[CH:29]=[CH:28][CH:27]=[CH:26][CH:25]=2)[CH:17]=1>CC(=O)CC>[OH:11][C:8]1[CH:9]=[CH:10][C:5]([C:3](=[O:4])[CH2:2][N:22]([CH:18]([CH3:19])[CH2:17][CH2:16][N:15]([CH3:14])[C:30]2[CH:35]=[CH:34][CH:33]=[CH:32][CH:31]=2)[CH2:23][C:24]2[CH:29]=[CH:28][CH:27]=[CH:26][CH:25]=2)=[CH:6][C:7]=1[CH2:12][OH:13]. Reported procedure: A solution of 2-bromo-1-[4-hydroxy-3-(hydroxymethyl)phenyl]ethanone (9.1 g) and N-methyl-N-phenyl-N'-(phenylmethyl)-1,3-benzenediamine (16.6 g) in butanone (200 ml) was heated under reflux for 4 hours. The mixture was cooled at 0° and the amine hydrobromide was filtered off. The filtrate was evaporated and a solution of the residue in 2 N hydrochloric acid (200 ml) was extracted with ethyl acetate. The acidic solution was basified with solid sodium bicarbonate and then extracted with ethyl aceta... Yields the product COc1cc(OCCCC2CCN(C)CC2)ncc1C#N. Starting materials: C[O-], CO, CN1CCC(CCCOc2cc(Cl)c(C#N)cn2)CC1, [Na+]. RXN SMILES: [CH3:21][O-:22].[CH3:24][OH:25].[Cl:1][c:2]1[cH:3][c:4]([O:10][CH2:11][CH2:12][CH2:13][CH:14]2[CH2:15][CH2:16][N:17]([CH3:20])[CH2:18][CH2:19]2)[n:5][cH:6][c:7]1[C:8]#[N:9].[Na+:23]>>[c:2]1([O:22][CH3:21])[cH:3][c:4]([O:10][CH2:11][CH2:12][CH2:13][CH:14]2[CH2:15][CH2:16][N:17]([CH3:20])[CH2:18][CH2:19]2)[n:5][cH:6][c:7]1[C:8]#[N:9]. Yield: 37.0%. Product: OCCCOC=1C=C2C(=CN=C(C2=CC1OC)C(C1=CC(=CC=C1)OCC)=O)C=O (6-(3-hydroxy-propoxy)-1-(3-ethoxy-benzoyl)-7-methoxy-isoquinoline-4-carbaldehyde), product. Reaction SMILES: C([O:4][CH2:5][CH2:6][CH2:7][O:8][C:9]1[CH:10]=[C:11]2[C:16](=[CH:17][C:18]=1[O:19][CH3:20])[C:15]([CH2:21][C:22]1[CH:27]=[CH:26][CH:25]=[C:24]([O:28][CH2:29][CH3:30])[CH:23]=1)=[N:14][CH:13]=[C:12]2[CH:31]=[O:32])(=O)C.[Se](=O)=[O:34]>C(OCC)(=O)C.CCCCCC>[OH:4][CH2:5][CH2:6][CH2:7][O:8][C:9]1[CH:10]=[C:11]2[C:16](=[CH:17][C:18]=1[O:19][CH3:20])[C:15]([C:21](=[O:34])[C:22]1[CH:27]=[CH:26][CH:25]=[C:24]([O:28][CH2:29][CH3:30])[CH:23]=1)=[N:14][CH:13]=[C:12]2[CH:31]=[O:32] |f:2.3|. Run at temperature 120 celsius. Starting materials: C(C)(=O)OCCCOC=1C=C2C(=CN=C(C2=CC1OC)CC1=CC(=CC=C1)OCC)C=O (6-(3-acetoxy-propoxy)-7-methoxy-1-(3-ethoxy-benzyl)-isoquinoline-4-carbaldehyde), [Se](=O)=O (selenium dioxide). Reported procedure: To a stirred solution of 6-(3-acetoxy-propoxy)-7-methoxy-1-(3-ethoxy-benzyl)-isoquinoline-4-carbaldehyde (120 mg, 0.27 mmol) was added selenium dioxide (120 mg, 1.08 mmol). The reaction mixture was heated at 120° C. for 1 h. The solvent was evaporated and the residue was diluted with dichloromethane (30 mL). The organic layer was washed with saturated aqueous sodium bicarbonate solution (20 mL), saturated aqueous sodium chloride solution (20 mL), dried over anhydrous magnesium sulfate, filtered ... The solvent is C(C)(=O)OCC.CCCCCC (ethyl acetate hexane). Run in O1CCCC1 (tetrahydrofuran), O1CCCC1 (tetrahydrofuran), O1CCCC1 (tetrahydrofuran). The product is OC1C(N(CC1)C1=CC=C(C=C1)C(F)(F)F)=O (3-Hydroxy-1-(4-trifluoromethyl-phenyl)-pyrrolidin-2-one). As a reaction SMILES: N#N.[F:3][C:4]([F:18])([F:17])[C:5]1[CH:10]=[CH:9][C:8]([N:11]2[CH2:15][CH2:14][CH2:13][C:12]2=[O:16])=[CH:7][CH:6]=1.C[Si](C)(C)[N-][Si](C)(C)C.[Li+].C1(S(N2C(C3C=CC=CC=3)O2)(=O)=[O:36])C=CC=CC=1>O1CCCC1>[OH:36][CH:13]1[CH2:14][CH2:15][N:11]([C:8]2[CH:7]=[CH:6][C:5]([C:4]([F:3])([F:17])[F:18])=[CH:10][CH:9]=2)[C:12]1=[O:16] |f:2.3|. Procedure: (Referring to Scheme 1) To a 100 mL round-bottomed flask equipped with septum and N2 inlet were added 600 mg (2.62 mmol) 1-(4-trifluoromethyl-phenyl)-pyrrolidin-2-one and 25 mL dry tetrahydrofuran. The solution was cooled to −78° C., and 5.24 mL (5.24 mmol) of a 1 M solution of lithium hexamethyldisilazide in tetrahydrofuran was added, and the reaction was stirred at −78° C. for 45 minutes. Then a solution of 856 mg (3.27 mmol) of N-(benzenesulfonyl)phenyloxaziridine in 5 mL dry tetrahydrofuran ... Reactants: N#N (N2), C1(=CC=CC=C1)S(=O)(=O)N1OC1C1=CC=CC=C1 (N-(benzenesulfonyl)phenyloxaziridine), solution, C[Si]([N-][Si](C)(C)C)(C)C.[Li+] (lithium hexamethyldisilazide), FC(C1=CC=C(C=C1)N1C(CCC1)=O)(F)F (1-(4-trifluoromethyl-phenyl)-pyrrolidin-2-one). Conditions: temperature -78 celsius, time 45 minute. The reactants are COC1=C(COCCCOC2=CC=C(C=C2)C2C(CN(CC2)C(=O)OC(C)(C)C)OCCOS(=O)(=O)C2=CC=C(C=C2)C)C=CC=C1 (tert-butyl 4-{4-[3-(2-methoxybenzyloxy)propoxy]phenyl}-3-[2-(toluene-4-sulphonyloxy)ethoxy]piperidine-1-carboxylate), OC1=C(C=CC=C1C)CCNC(C)=O (N-[2-(2-hydroxy-3-methylphenyl)ethyl]acetamide). The product is C(C)(=O)NCCC1=C(OCCOC2CN(CCC2C2=CC=C(C=C2)OCCCOCC2=C(C=CC=C2)OC)C(=O)OC(C)(C)C)C=CC(=C1)C (tert-Butyl 3-{2-[2-(2-acetylaminoethyl)-4-methylphenoxy]ethoxy}-4-{4-[3-(2-methoxybenzyloxy)propoxy]phenyl}piperidine-1-carboxylate). As a reaction SMILES: [CH3:1][O:2][C:3]1[CH:47]=[CH:46][CH:45]=[CH:44][C:4]=1[CH2:5][O:6][CH2:7][CH2:8][CH2:9][O:10][C:11]1[CH:16]=[CH:15][C:14]([CH:17]2[CH2:22][CH2:21][N:20]([C:23]([O:25][C:26]([CH3:29])([CH3:28])[CH3:27])=[O:24])[CH2:19][CH:18]2[O:30][CH2:31][CH2:32][O:33]S(C2C=CC(C)=CC=2)(=O)=O)=[CH:13][CH:12]=1.O[C:49]1[C:54]([CH3:55])=[CH:53][CH:52]=[CH:51][C:50]=1[CH2:56][CH2:57][NH:58][C:59](=[O:61])[CH3:60]>>[C:59]([NH:58][CH2:57][CH2:56][C:50]1[CH:49]=[C:54]([CH3:55])[CH:53]=[CH:52][C:51]=1[O:33][CH2:32][CH2:31][O:30][CH:18]1[CH:17]([C:14]2[CH:15]=[CH:16][C:11]([O:10][CH2:9][CH2:8][CH2:7][O:6][CH2:5][C:4]3[CH:44]=[CH:45][CH:46]=[CH:47][C:3]=3[O:2][CH3:1])=[CH:12][CH:13]=2)[CH2:22][CH2:21][N:20]([C:23]([O:25][C:26]([CH3:29])([CH3:28])[CH3:27])=[O:24])[CH2:19]1)(=[O:61])[CH3:60]. Reported procedure: Analogously to Method G, 0.45 g of tert-butyl 4-{4-[3-(2-methoxybenzyloxy)propoxy]phenyl}-3-[2-(toluene-4-sulphonyloxy)ethoxy]piperidine-1-carboxylate (Example 14b) and 0.26 g of N-[2-(2-hydroxy-3-methylphenyl)ethyl]acetamide are reacted. The title compound is obtained as a yellow oil. Rf=0.60 (EtOAc); Rt=5.78. The product is ClC1=CC=C2C(=N1)C=C(N2)C#N (5-Chloro-1H-pyrrolo[3,2-b]pyridine-2-carbonitrile). Procedure details: 5-Chloro-1-(phenylsulfonyl)-1H-pyrrolo[3,2-b]pyridine-2-carbonitrile (0.50 g, 1.6 mmol, from Step 1) in THF (10. mL) was treated with 1.0 M NaOH (10. mL, 10. mmol) until removal of phenylsulfonyl protecting group was complete as determined by LCMS. The reaction mixture was extracted with three portions of EtOAc. The combined organic extracts were dried over sodium sulfate, filtered and concentrated until solid product precipitated. The solid was collected via filtration and triturated with EtOAc... As a reaction SMILES: [Cl:1][C:2]1[N:7]=[C:6]2[CH:8]=[C:9]([C:20]#[N:21])[N:10](S(C3C=CC=CC=3)(=O)=O)[C:5]2=[CH:4][CH:3]=1.[OH-].[Na+]>C1COCC1>[Cl:1][C:2]1[N:7]=[C:6]2[CH:8]=[C:9]([C:20]#[N:21])[NH:10][C:5]2=[CH:4][CH:3]=1 |f:1.2|. The solvent is C1CCOC1 (THF). Reactants: ClC1=CC=C2C(=N1)C=C(N2S(=O)(=O)C2=CC=CC=C2)C#N (5-Chloro-1-(phenylsulfonyl)-1H-pyrrolo[3,2-b]pyridine-2-carbonitrile), [OH-].[Na+] (NaOH). Yields the product CCOC(=O)c1[nH]c2cc(Cl)cc(Cl)c2c1NCCC(=O)c1cccc(F)c1. Reactants: ClCCl, CCOC(C)=O, CCOC(=O)c1c(NCCC(=O)c2cccc(F)c2)c2c(Cl)cc(Cl)cc2n1C(=O)OC(C)(C)C. As a reaction SMILES: [CH2:36]([Cl:37])[Cl:38].[CH3:39][CH2:40][O:41][C:42](=[O:43])[CH3:44].[F:1][c:2]1[cH:3][c:4]([C:5]([CH2:6][CH2:7][NH:8][c:9]2[c:10]([C:27](=[O:28])[O:29][CH2:30][CH3:31])[n:11]([C:20]([O:21][C:22]([CH3:23])([CH3:24])[CH3:25])=[O:26])[c:12]3[cH:13][c:14]([Cl:19])[cH:15][c:16]([Cl:18])[c:17]23)=[O:32])[cH:33][cH:34][cH:35]1>>[F:1][c:2]1[cH:3][c:4]([C:5]([CH2:6][CH2:7][NH:8][c:9]2[c:10]([C:27](=[O:28])[O:29][CH2:30][CH3:31])[nH:11][c:12]3[cH:13][c:14]([Cl:19])[cH:15][c:16]([Cl:18])[c:17]23)=[O:32])[cH:33][cH:34][cH:35]1.